Dataset: the Open Reaction Database (ORD), a public repository of structured organic reaction records. Task: describe an organic reaction: reactants, conditions, products, and yield Starting materials: CC(=O)[O-].[Na+].CC(=O)O (NaOAc HOAc), C(C)(=O)[O-].[Na+] (sodium acetate), N1CCNCCC1 (homopiperazine), ClC1=NC=C(C(=O)OCC)C=C1 (ethyl 6-chloronicotinate), C(CCCCC)[Li] (n-hexyl lithium). Solvent: O (water), C(C)(=O)O (acetic acid), C1CCOC1 (THF), C1CCOC1 (THF). Reaction conditions: temperature 20 celsius, time 10 minute. Yields the product ClC1=CC=C(C=N1)C(=O)N1CCNCCC1 ((6-Chloro-pyridin-3-yl)-[1,4]diazepan-1-yl-methanone). Reaction SMILES: [NH:1]1[CH2:7][CH2:6][CH2:5][NH:4][CH2:3][CH2:2]1.[Cl:8][C:9]1[CH:19]=[CH:18][C:12]([C:13](OCC)=[O:14])=[CH:11][N:10]=1.C([Li])CCCCC.CC([O-])=O.[Na+].CC(O)=O.C([O-])(=O)C.[Na+]>C1COCC1.O.C(O)(=O)C>[Cl:8][C:9]1[N:10]=[CH:11][C:12]([C:13]([N:1]2[CH2:7][CH2:6][CH2:5][NH:4][CH2:3][CH2:2]2)=[O:14])=[CH:18][CH:19]=1 |f:3.4.5,6.7|. Procedure: A solution of homopiperazine (385.62 g, 3.85 mol) in THF (3.9 L) was cooled to an internal temperature of 0° C. and ethyl 6-chloronicotinate (285.82 g, 1.54 mol) was added in THF (0.57 L) over 5 min. After stirring for 10 minutes, n-hexyl lithium (2.3 M in hexane, 335 mL, 0.77 mol) was added to the resulting mixture, over 40 min. The resulting mixture was stirred for 2 h at 0° C., then warmed to 20° C. over 1 h. After an additional 15 h at 20° C., the resulting mixture was treated with 1M NaOAc/... Yields the product C#CC(C)OC1=C(C=CC=C1)O (2-(1-butin-3-yloxy)phenol). Reaction SMILES: [CH:1]#[C:2][CH:3](OS(C1C=CC(C)=CC=1)(=O)=O)[CH3:4].[C:16]1([C:18](=[CH:20][CH:21]=[CH:22][CH:23]=1)[OH:19])[OH:17].C(=O)([O-])[O-].[K+].[K+].[I-].[K+]>CC(C)=O>[CH:1]#[C:2][CH:3]([O:17][C:16]1[CH:23]=[CH:22][CH:21]=[CH:20][C:18]=1[OH:19])[CH3:4] |f:2.3.4,5.6|. Procedure details: A solution of 247 parts of p-toluenesulphonic acid-1-butin- 3-yl ester in 200 parts by volume of acetone is dropped at 50°C into a suspension of 110 parts of pyrocatechol, 152 parts of anhydrous potassium carbonate and 166 parts of potassium iodide in 100 parts by volume of acetone. The mixture is refluxed for 2 days, then filtered and evaporated. The residue is taken up in 500 parts by volume of ether, washed with water and with 450 parts by volume of sodium hydroxide solution of 20 % strength.... The reactants are 247, C#CC(C)OS(=O)(=O)C1=CC=C(C=C1)C (p-toluenesulphonic acid-1-butin- 3-yl ester), 110, C=1(O)C(O)=CC=CC1 (pyrocatechol), C([O-])([O-])=O.[K+].[K+] (potassium carbonate), [I-].[K+] (potassium iodide). Run in CC(=O)C (acetone), CC(=O)C (acetone).